Dataset: the Open Reaction Database (ORD), a public repository of structured organic reaction records. Task: describe an organic reaction: reactants, conditions, products, and yield Starting materials: [Na].CC=1C(=NC=CC1OCCC1(OCCCO1)CCC)CS(=O)C1=NC2=C(N1)C=CC=C2 (2-(((3-methyl-4-(2-(2-propyl-1,3-dioxan-2-yl)ethoxy)pyridin-2-yl)methyl)sulfinyl)-1H-benzimidazole sodium salt), CC1(OCCCO1)CCO (2-(2-methyl-1,3-dioxan-2-yl)ethanol). The product is [Na].CC=1C(=NC=CC1OCCC1(OCCCO1)C)CS(=O)C1=NC2=C(N1)C=CC=C2 (2-(((3-methyl-4-(2-(2-methyl-1,3-dioxan-2-yl)ethoxy)pyridin-2-yl)methyl)sulfinyl)-1H-benzimidazole sodium salt). The yield is 2.5%. RXN SMILES: [Na:1].[CH3:2][C:3]1[C:4]([CH2:21][S:22]([C:24]2[NH:28][C:27]3[CH:29]=[CH:30][CH:31]=[CH:32][C:26]=3[N:25]=2)=[O:23])=[N:5][CH:6]=[CH:7][C:8]=1[O:9][CH2:10][CH2:11][C:12]1([CH2:18]CC)[O:17][CH2:16][CH2:15][CH2:14][O:13]1.CC1(CCO)OCCCO1>>[Na:1].[CH3:2][C:3]1[C:4]([CH2:21][S:22]([C:24]2[NH:25][C:26]3[CH:32]=[CH:31][CH:30]=[CH:29][C:27]=3[N:28]=2)=[O:23])=[N:5][CH:6]=[CH:7][C:8]=1[O:9][CH2:10][CH2:11][C:12]1([CH3:18])[O:17][CH2:16][CH2:15][CH2:14][O:13]1 |f:0.1,3.4,^1:0,42|. Procedure details: The same procedure as in the steps (8c) to (8g) of Example 8, was repeated using 2-(2-methyl-1,3-dioxan-2-yl)ethanol obtained in the step (30a) to obtain the title compound (113 mg, total yield: 2.5%) as a light yellow solid.